This data is from the Open Reaction Database (ORD), a public repository of structured organic reaction records. The task is: describe an organic reaction: reactants, conditions, products, and yield Reactants: CC(=O)O[BH-](OC(C)=O)OC(C)=O, ClCCl, O=C1CCN(Cc2ccccc2)CC1, Cl, NC(CO)CO, [Na+], [Na+], [OH-], O. Product: OCC(CO)NC1CCN(Cc2ccccc2)CC1. As a reaction SMILES: [C:21]([O:22][BH-:23]([O:24][C:25](=[O:26])[CH3:27])[O:28][C:29](=[O:30])[CH3:31])(=[O:32])[CH3:33].[CH2:38]([Cl:39])[Cl:40].[CH2:7]([c:8]1[cH:9][cH:10][cH:11][cH:12][cH:13]1)[N:14]1[CH2:15][CH2:16][C:17](=[O:20])[CH2:18][CH2:19]1.[ClH:35].[NH2:1][CH:2]([CH2:3][OH:4])[CH2:5][OH:6].[Na+:34].[Na+:37].[OH-:36].[OH2:41]>>[NH:1]([CH:2]([CH2:3][OH:4])[CH2:5][OH:6])[CH:17]1[CH2:16][CH2:15][N:14]([CH2:7][c:8]2[cH:9][cH:10][cH:11][cH:12][cH:13]2)[CH2:19][CH2:18]1. Run in C(C)N(CC)CC (triethylamine). RXN SMILES: [CH:1]1[C:10]2[CH:9]=[CH:8][CH:7]=[C:6]([S:11](Cl)(=[O:13])=[O:12])[C:5]=2[CH:4]=[CH:3][N:2]=1.[C:15]([O:19][C:20]([NH:22][CH2:23][CH:24]([C:28]1[CH:33]=[CH:32][CH:31]=[CH:30][CH:29]=1)[CH2:25][CH2:26][NH2:27])=[O:21])([CH3:18])([CH3:17])[CH3:16]>C(N(CC)CC)C>[C:15]([O:19][C:20]([NH:22][CH2:23][CH:24]([C:28]1[CH:29]=[CH:30][CH:31]=[CH:32][CH:33]=1)[CH2:25][CH2:26][NH:27][S:11]([C:6]1[C:5]2[CH:4]=[CH:3][N:2]=[CH:1][C:10]=2[CH:9]=[CH:8][CH:7]=1)(=[O:13])=[O:12])=[O:21])([CH3:18])([CH3:16])[CH3:17]. Reactants: C1=NC=CC=2C(=CC=CC12)S(=O)(=O)Cl (5-isoquinolinesulfonyl chloride), C(C)(C)(C)OC(=O)NCC(CCN)C1=CC=CC=C1 (4-t-butoxycarbonylamino-3-phenylbutylamine). Isolated yield 82.5%. The product is C(C)(C)(C)OC(=O)NCC(CCNS(=O)(=O)C=1C=2C=CN=CC2C=CC1)C1=CC=CC=C1 (N-(4-t-butoxycarbonylamino-3-phenylbutyl)-5-isoquinolinesulfonamide). Procedure details: The same procedure as described in Referential example 3 were repeated using 4.0 g of 5-isoquinolinesulfonyl chloride, 6.95 g of 4-t-butoxycarbonylamino-3-phenylbutylamine and 2.66 g of triethylamine, and there were obtained 6.6 g of N-(4-t-butoxycarbonylamino-3-phenylbutyl)-5-isoquinolinesulfonamide in a yield of 83%. Reactants: C=CCc1c(F)c(F)c(F)c(F)c1F, CCO, NN, O. Yields the product C=CCc1c(F)c(F)c(NN)c(F)c1F. Reaction SMILES: [CH2:1]([CH:2]=[CH2:3])[c:4]1[c:5]([F:14])[c:6]([F:13])[c:7]([F:12])[c:8]([F:11])[c:9]1[F:10].[CH3:18][CH2:19][OH:20].[NH2:16][NH2:17].[OH2:15]>>[CH2:1]([CH:2]=[CH2:3])[c:4]1[c:5]([F:14])[c:6]([F:13])[c:7]([NH:16][NH2:17])[c:8]([F:11])[c:9]1[F:10]. The reactants are Cc1cc(C)c(NC(=O)CN(Cc2ccc(SC(C)(C)C(=O)OC(C)(C)C)cc2)Cc2ccco2)c(C)c1, ClCCl, O=C(O)C(F)(F)F. The product is Cc1cc(C)c(NC(=O)CN(Cc2ccc(SC(C)(C)C(=O)O)cc2)Cc2ccco2)c(C)c1. RXN SMILES: [CH3:1][c:2]1[c:3]([NH:10][C:11]([CH2:12][N:13]([CH2:14][c:15]2[o:16][cH:17][cH:18][cH:19]2)[CH2:20][c:21]2[cH:22][cH:23][c:24]([S:27][C:28]([C:29](=[O:30])[O:31][C:32]([CH3:33])([CH3:34])[CH3:35])([CH3:36])[CH3:37])[cH:25][cH:26]2)=[O:38])[c:4]([CH3:9])[cH:5][c:6]([CH3:8])[cH:7]1.[Cl:46][CH2:47][Cl:48].[OH:39][C:40]([C:41]([F:42])([F:43])[F:44])=[O:45]>>[CH3:1][c:2]1[c:3]([NH:10][C:11]([CH2:12][N:13]([CH2:14][c:15]2[o:16][cH:17][cH:18][cH:19]2)[CH2:20][c:21]2[cH:22][cH:23][c:24]([S:27][C:28]([C:29](=[O:30])[OH:31])([CH3:36])[CH3:37])[cH:25][cH:26]2)=[O:38])[c:4]([CH3:9])[cH:5][c:6]([CH3:8])[cH:7]1. Starting materials: C[Si](C)(C)CCOCCl, [H-], [Na+], COC(=O)c1cc2c([nH]1)CCCC2=O, CN(C)C=O. Yields the product COC(=O)c1cc2c(n1COCC[Si](C)(C)C)CCCC2=O. RXN SMILES: [CH3:17][Si:18]([CH2:19][CH2:20][O:21][CH2:22][Cl:23])([CH3:24])[CH3:25].[H-:15].[Na+:16].[O:1]=[C:2]1[c:3]2[cH:4][c:5]([C:11](=[O:12])[O:13][CH3:14])[nH:6][c:7]2[CH2:8][CH2:9][CH2:10]1.[O:26]=[CH:27][N:28]([CH3:29])[CH3:30]>>[O:1]=[C:2]1[c:3]2[cH:4][c:5]([C:11](=[O:12])[O:13][CH3:14])[n:6]([CH2:22][O:21][CH2:20][CH2:19][Si:18]([CH3:17])([CH3:24])[CH3:25])[c:7]2[CH2:8][CH2:9][CH2:10]1. The reactants are N1N=NC=C1 (triazole), ClC1=CC(=C(C=C1I)N1N=C(N(C1=O)C(F)F)C)F (1-(4-chloro-2-fluoro-5-iodophenyl)-4-difluoromethyl-4,5-dihydro-3-methyl-5-oxo-1H-1,2,4-triazole), OC(C(C(=O)OCC)=C)C (ethyl 3-hydroxy-2-methylenebutanoate), C(CCC)N(CCCC)CCCC (tributylamine). The reagents and catalysts are C1=CC=C(C=C1)C#N.C1=CC=C(C=C1)C#N.Cl[Pd]Cl (bis(benzonitrile)dichloropalladium(II)). The solvent is C(C)OCC (diethyl ether). Conditions: temperature 130 celsius, time 2 hour. Yields the product C(C)(=O)C(C(=O)OCC)CC1=C(C=C(C(=C1)N1N=C(N(C1=O)C(F)F)C)F)Cl (ethyl α-acetyl-2-chloro-5-[4-(difluoromethyl)-4,5-dihydro-3-methyl-5-oxo-1H-1,2,4-triazol-1-yl]-4-fluorobenzenepropanoate). The yield is 103.7%. Reaction SMILES: [Cl:1][C:2]1[C:7](I)=[CH:6][C:5]([N:9]2[C:13](=[O:14])[N:12]([CH:15]([F:17])[F:16])[C:11]([CH3:18])=[N:10]2)=[C:4]([F:19])[CH:3]=1.[OH:20][CH:21]([CH3:29])[C:22](=[CH2:28])[C:23]([O:25][CH2:26][CH3:27])=[O:24].C(N(CCCC)CCCC)CCC.N1C=CN=N1>C1C=CC(C#N)=CC=1.C1C=CC(C#N)=CC=1.Cl[Pd]Cl.C(OCC)C>[C:21]([CH:22]([CH2:28][C:7]1[CH:6]=[C:5]([N:9]2[C:13](=[O:14])[N:12]([CH:15]([F:17])[F:16])[C:11]([CH3:18])=[N:10]2)[C:4]([F:19])=[CH:3][C:2]=1[Cl:1])[C:23]([O:25][CH2:26][CH3:27])=[O:24])(=[O:20])[CH3:29] |f:4.5.6|. Reported procedure: To a 50 mL roundbottom flask equipped with a mechanical stirrer and a thermometer were added 8.12 grams (0.02 mole--1.0 equiv.) of 1-(4-chloro-2-fluoro-5-iodophenyl)-4-difluoromethyl-4,5-dihydro-3-methyl-5-oxo-1H-1,2,4-triazole, 2.88 grams (0.02 mole--1.0 equiv.) of ethyl 3-hydroxy-2-methylenebutanoate, 7.4 grams (0.04 mole--2.0 equiv.) of tributylamine, and 0.077 gram (0.0002 mole--0.01 equiv.) of bis(benzonitrile)dichloropalladium(II). The reaction mixture was heated to 130° C., where it stirr...